describe an organic reaction: reactants, conditions, products, and yield From a dataset of the Open Reaction Database (ORD), a public repository of structured organic reaction records. The reactants are C[C@H]1C[C@H]2[C@@H]3CC[C@@]([C@]3(C[C@@H]([C@@H]2[C@@]4(C1=CC(=O)C=C4)C)O)C)(C(=O)COC(=O)C)O (methyl prednisolone 21-acetate), ( 14 ). Solvent: CN(C=O)C (dimethylformamide), O1CCCC1 (tetrahydrofuran). Product: C(C)(=O)OCC(=O)C1(CCC2C3C[C@@H](C4=CC(C=C[C@@]4(C3=CC[C@]12C)C)=O)C)O (2-((6S,10R,13S)-17-hydroxy-6,10,13-trimethyl-3-oxo-6,7,8,10,12,13,14,15,16,17-decahydro-3H-cyclopenta[a]phenanthren-17-yl)-2-oxoethyl acetate). Reaction SMILES: [CH3:1][C@@H:2]1[C:14]2=[CH:15][C:16]([CH:18]=[CH:19][C@:13]2([CH3:20])[C@@H:12]2[C@H:4]([C@H:5]3[C@:9]([CH3:22])([CH2:10][C@@H:11]2O)[C@@:8]([OH:30])([C:23]([CH2:25][O:26][C:27]([CH3:29])=[O:28])=[O:24])[CH2:7][CH2:6]3)[CH2:3]1)=[O:17]>CN(C)C=O.O1CCCC1>[C:27]([O:26][CH2:25][C:23]([C:8]1([OH:30])[C@:9]2([CH3:22])[CH:5]([CH:4]3[C:12](=[CH:11][CH2:10]2)[C@:13]2([CH3:20])[C:14](=[CH:15][C:16](=[O:17])[CH:18]=[CH:19]2)[C@@H:2]([CH3:1])[CH2:3]3)[CH2:6][CH2:7]1)=[O:24])(=[O:28])[CH3:29]. Procedure: (see Tetrahedron Letters, 2001, 42 (14): 2639-2642). Alternatively, methyl prednisolone 21-acetate is dissolved in a mixture of dimethylformamide and tetrahydrofuran and cooled in an ice bath. SO2 is bubbled into methanesulfonyl chloride and the mixture is added dropwise to the solution containing the solution of methyl prednisolone 21-acetate. The title product can then be isolated by standard aqueous workup. The reactants are COC=1NC(=CC1C#N)C (2-methoxy-3-cyano-5-methylpyrrole), FC(Cl)(Cl)SCl (Cl2FCSCl). Run in C(Cl)Cl (CH2Cl2). Conditions: time 14 hour. Yields the product COC=1NC(=C(C1C#N)SC(F)(Cl)Cl)C (2-Methoxy-3-cyano-4-(dichlorofluoromethyl)sulfenyl-5-methylpyrrole). RXN SMILES: [CH3:1][O:2][C:3]1[NH:4][C:5]([CH3:10])=[CH:6][C:7]=1[C:8]#[N:9].[F:11][C:12]([S:15]Cl)([Cl:14])[Cl:13]>C(Cl)Cl>[CH3:1][O:2][C:3]1[NH:4][C:5]([CH3:10])=[C:6]([S:15][C:12]([Cl:14])([Cl:13])[F:11])[C:7]=1[C:8]#[N:9]. Procedure: A suspension of 2-methoxy-3-cyano-5-methylpyrrole (0.5 g) in 5 ml of CH2Cl2 was treated with Cl2FCSCl (0.45 ml) and stirred at room temperature for 14 h. The resulting precipitate was filtered, washed with CH2Cl2, and dried under high vacuum to afford an off-white solid (0.59 g), m.p. 175° C. The reactants are COC(=O)C(C)(SC)c1ccc(N2C(=O)c3ccccc3C2=O)c(Cl)c1, CO, NN, O. The product is COC(=O)C(C)(SC)c1ccc(N)c(Cl)c1. As a reaction SMILES: [CH3:1][S:2][C:3]([C:4](=[O:5])[O:6][CH3:7])([CH3:8])[c:9]1[cH:10][c:11]([Cl:26])[c:12]([N:15]2[C:16](=[O:17])[c:18]3[cH:19][cH:20][cH:21][cH:22][c:23]3[C:24]2=[O:25])[cH:13][cH:14]1.[CH3:30][OH:31].[NH2:28][NH2:29].[OH2:27]>>[CH3:1][S:2][C:3]([C:4](=[O:5])[O:6][CH3:7])([CH3:8])[c:9]1[cH:10][c:11]([Cl:26])[c:12]([NH2:15])[cH:13][cH:14]1. Yields the product C(C)(=O)NCC1=CC=CC(=N1)C=1N=C(SC1)NC(=S)NC(C1=CC=CC=C1)=O (4-(6-acetylaminomethylpyridin-2-yl)-2-(3-benzoylthioureido)thiazole). Procedure: Benzoyl chloride (15.7 ml) was dropped to a refluxing solution of ammonium thiocyanate (11.3 g) in acetone (640 ml) and the mixture was refluxed for 20 minutes. 4-(6-Acetylaminomethylpyridin-2-yl)-2-aminothiazole (32.0 g) was added portionwise to the refluxing mixture. After the mixture was refluxed for 3 hours, the solvent was evaporated in vacuo and the residue was mixed with ethyl acetate, tetrahydrofuran and water. The mixture was adjusted to pH 9.5 with 20% aqueous potassium carbonate and r... Solvent: CC(=O)C (acetone). The reactants are C(C1=CC=CC=C1)(=O)Cl (Benzoyl chloride), [S-]C#N.[NH4+] (ammonium thiocyanate), C(C)(=O)NCC1=CC=CC(=N1)C=1N=C(SC1)N (4-(6-Acetylaminomethylpyridin-2-yl)-2-aminothiazole). As a reaction SMILES: [C:1](Cl)(=[O:8])[C:2]1[CH:7]=[CH:6][CH:5]=[CH:4][CH:3]=1.[S-:10][C:11]#[N:12].[NH4+].[C:14]([NH:17][CH2:18][C:19]1[N:24]=[C:23]([C:25]2[N:26]=[C:27]([NH2:30])[S:28][CH:29]=2)[CH:22]=[CH:21][CH:20]=1)(=[O:16])[CH3:15]>CC(C)=O>[C:14]([NH:17][CH2:18][C:19]1[N:24]=[C:23]([C:25]2[N:26]=[C:27]([NH:30][C:11]([NH:12][C:1](=[O:8])[C:2]3[CH:7]=[CH:6][CH:5]=[CH:4][CH:3]=3)=[S:10])[S:28][CH:29]=2)[CH:22]=[CH:21][CH:20]=1)(=[O:16])[CH3:15] |f:1.2|. The reactants are ClC=1C=C(C=CC1Cl)O (3,4-dichlorophenol), ClC1=CC(=C(C=C1C)[N+](=O)[O-])C (4-chloro-2,5-dimethylnitrobenzene), C([O-])([O-])=O.[K+].[K+] (potassium carbonate). Solvent: CN(C=O)C (N,N-dimethylformamide). Run at temperature 0 celsius, time 15 minute. Yields the product ClC=1C=C(OC2=CC(=C(C=C2C)[N+](=O)[O-])C)C=CC1Cl (4-(3,4-Dichlorophenoxy)-2,5-dimethylnitrobenzene). Isolated yield 98.0%. Reaction SMILES: [Cl:1][C:2]1[CH:3]=[C:4]([OH:9])[CH:5]=[CH:6][C:7]=1[Cl:8].Cl[C:11]1[C:16]([CH3:17])=[CH:15][C:14]([N+:18]([O-:20])=[O:19])=[C:13]([CH3:21])[CH:12]=1.C(=O)([O-])[O-].[K+].[K+]>CN(C)C=O>[Cl:1][C:2]1[CH:3]=[C:4]([CH:5]=[CH:6][C:7]=1[Cl:8])[O:9][C:11]1[C:16]([CH3:17])=[CH:15][C:14]([N+:18]([O-:20])=[O:19])=[C:13]([CH3:21])[CH:12]=1 |f:2.3.4|. Procedure: 10.0 g (61.3 mmol) of 3,4-dichlorophenol, 10.4 g (55.8 mmol) of 4-chloro-2,5-dimethylnitrobenzene and 10.0 g (72.5 mmol) of potassium carbonate are stirred in 200 ml of N,N-dimethylformamide at 100° C. for 6 h, and the mixture is applied to ice, stirred at 0° C. for 15 min and then filtered. The solid is washed with water and hexane and dried under reduced pressure (18.0 g, 98.3% purity, 98.0% yield, log P (pH 2.3)=5.19). Starting materials: O=C([O-])[O-], CCCCCCCCCCCCCCCC(=O)NC(CS)C(=O)O, CCCCCCCCCCCCCCCCCCCCCCOS(=O)(=O)c1ccc(C)cc1, CCO, ClC(Cl)Cl, [K+], [K+], O. Product: CCCCCCCCCCCCCCCCCCCCCCSCC(NC(=O)CCCCCCCCCCCCCCC)C(=O)O. As a reaction SMILES: [C:34](=[O:35])([O-:36])[O-:37].[C:40]([CH2:41][CH2:42][CH2:43][CH2:44][CH2:45][CH2:46][CH2:47][CH2:48][CH2:49][CH2:50][CH2:51][CH2:52][CH2:53][CH2:54][CH3:55])(=[O:56])[NH:57][CH:58]([CH2:59][SH:60])[C:61](=[O:62])[OH:63].[CH2:1]([CH2:2][CH2:3][CH2:4][CH2:5][CH2:6][CH2:7][CH2:8][CH2:9][CH2:10][CH2:11][CH2:12][CH2:13][CH2:14][CH2:15][CH2:16][CH2:17][CH2:18][CH2:19][CH2:20][CH2:21][CH3:22])[O:23][S:24]([c:25]1[cH:26][cH:27][c:28]([CH3:29])[cH:30][cH:31]1)(=[O:32])=[O:33].[CH3:68][CH2:69][OH:70].[CH:64]([Cl:65])([Cl:66])[Cl:67].[K+:38].[K+:39].[OH2:71]>>[CH2:1]([CH2:2][CH2:3][CH2:4][CH2:5][CH2:6][CH2:7][CH2:8][CH2:9][CH2:10][CH2:11][CH2:12][CH2:13][CH2:14][CH2:15][CH2:16][CH2:17][CH2:18][CH2:19][CH2:20][CH2:21][CH3:22])[S:60][CH2:59][CH:58]([NH:57][C:40]([CH2:41][CH2:42][CH2:43][CH2:44][CH2:45][CH2:46][CH2:47][CH2:48][CH2:49][CH2:50][CH2:51][CH2:52][CH2:53][CH2:54][CH3:55])=[O:56])[C:61](=[O:62])[OH:63]. Starting materials: NCC(=O)O (glycine), C(CCCCCC)N (n-heptylamine), ClC(=O)OCC1=CC=CC=C1 (benzyl chloroformate), ClC(=O)OCC (ethyl chloroformate). Solvent: C(C)N(CC)CC (triethylamine). Yields the product C(CCCCCC)NC(CN)=O (Glycine N-n-heptylamide). Reaction SMILES: [NH2:1][CH2:2][C:3]([OH:5])=O.ClC(OCC1C=CC=CC=1)=O.ClC(OCC)=O.[CH2:23]([NH2:30])[CH2:24][CH2:25][CH2:26][CH2:27][CH2:28][CH3:29]>C(N(CC)CC)C>[CH2:23]([NH:30][C:3](=[O:5])[CH2:2][NH2:1])[CH2:24][CH2:25][CH2:26][CH2:27][CH2:28][CH3:29]. Reported procedure: As above from glycine and benzyl chloroformate (N-benzyloxycarbonylglycine has m.p. 119°-121° C.), then triethylamine, ethyl chloroformate and n-heptylamine. The reactants are COC1=C(C=CC(=C1)N2CCN(CC2)CCO)N, C1=CC2=C(C=NN2C=C1)C3=NC(=NC=C3Cl)Cl. Reagents/catalysts: C(=O)([O-])[O-].[Cs+].[Cs+], CC(C1CCCC1P(C2CCCCC2)C3CCCCC3)P(C(C)(C)C)C(C)(C)C.C1CCCC1.[Fe], CC(=O)O.CC(=O)O.[Pd]. Solvent: COCCOC. Conditions: temperature 140 celsius. The product is COC1=C(C=CC(=C1)N2CCN(CC2)CCO)NC3=NC=C(C(=N3)C4=C5C=CC=CN5N=C4)Cl. Yield: 11.1%. Procedure: 3-(2,5-dichloropyrimidin-4-yl)pyrazolo[1,5-a]pyridine (200 mg, 0.75 mmol), 2-(4-(4-amino-3-methoxyphenyl)piperazin-1-yl)ethanol (190 mg, 0.75 mmol), cesium carbonate (295 mg, 0.91 mmol), diacetoxypalladium (13.55 mg, 0.06 mmol) and (R)-(-)-1-[(S)-2-(DICYCLOHEXYLPHOSPHINO)FERROCENYL]ETHYLDI-T- BUTYLPHOSPHINE (41.8 mg, 0.08 mmol) were suspended in DME (5 mL) and sealed into a microwave tube. The reaction was degased, purged with nitrogen and heated to 140 °C over a period of 30 minutes in the micr... Reactants: BrC1=CC(=C(C=C1)C1(CC1)C(=O)N1C[C@]2(CC1)OC(C1=C2C=CC=C1)=O)F ((1R)-1′-{[1-(4-bromo-2-fluorophenyl)cyclopropyl]carbonyl}-3H-spiro[2-benzofuran-1,3′-pyrrolidin]-3-one), N1C(CCC1)=O (2-pyrrolidinone), [C@@H]1([C@@H](CCCC1)N)N (trans-1,2-cyclohexanediamine), C([O-])([O-])=O.[K+].[K+] (potassium carbonate). The reagents and catalysts are [Cu]I (copper(I) iodide). The solvent is C1(=CC=CC=C1)C (toluene), CN(C=O)C (N,N-dimethylformamide). Yields the product FC1=C(C=CC(=C1)N1C(CCC1)=O)C1(CC1)C(=O)N1C[C@]2(CC1)OC(C1=C2C=CC=C1)=O ((1R)-1′-({1-[2-Fluoro-4-(2-oxopyrrolidin-1-yl)phenyl]cyclopropyl}carbonyl)-3H-spiro[2-benzofuran-1,3′-pyrrolidin]-3-one). Reaction SMILES: Br[C:2]1[CH:7]=[CH:6][C:5]([C:8]2([C:11]([N:13]3[CH2:17][CH2:16][C@@:15]4([C:21]5[CH:22]=[CH:23][CH:24]=[CH:25][C:20]=5[C:19](=[O:26])[O:18]4)[CH2:14]3)=[O:12])[CH2:10][CH2:9]2)=[C:4]([F:27])[CH:3]=1.[NH:28]1[CH2:32][CH2:31][CH2:30][C:29]1=[O:33].[C@@H]1(N)CCCC[C@H]1N.C(=O)([O-])[O-].[K+].[K+]>C1(C)C=CC=CC=1.CN(C)C=O.[Cu]I>[F:27][C:4]1[CH:3]=[C:2]([N:28]2[CH2:32][CH2:31][CH2:30][C:29]2=[O:33])[CH:7]=[CH:6][C:5]=1[C:8]1([C:11]([N:13]2[CH2:17][CH2:16][C@@:15]3([C:21]4[CH:22]=[CH:23][CH:24]=[CH:25][C:20]=4[C:19](=[O:26])[O:18]3)[CH2:14]2)=[O:12])[CH2:10][CH2:9]1 |f:3.4.5|. Procedure details: A mixture of (1R)-1′-{[1-(4-bromo-2-fluorophenyl)cyclopropyl]carbonyl}-3H-spiro[2-benzofuran-1,3′-pyrrolidin]-3-one (10 mg, 0.00002 mol, prepared by methods analogous to those used for the synthesis of example 238), 2-pyrrolidinone (2.4 mg, 0.000028 mol), copper(I) iodide (0.2 mg, 0.000001 mol), trans-1,2-cyclohexanediamine (0.28 μL, 0.0000023 mol), and potassium carbonate (6.4 mg, 0.000046 mol) in toluene (0.5 mL) and N,N-dimethylformamide (0.5 mL) was microwave irradiated at 110° C. for 30 min... Starting materials: C(C)(=O)NC1=NC=C(C=C1)N (2-acetylamino-5-aminopyridine), CC(C(C)(C)C)N=C=S (1,2,2-trimethylpropyl isothiocyanate). Run in N1=CC=CC=C1 (pyridine). Conditions: temperature 50 celsius, time 15 hour. Yields the product C(C)(=O)NC1=CC=C(C=N1)NC(=S)NC(C(C)(C)C)C (N-(6-acetylamino-3-pyridyl)-N'-(1,2,2-trimethylpropyl)thiourea). Yield: 79596.1%. As a reaction SMILES: [C:1]([NH:4][C:5]1[CH:10]=[CH:9][C:8]([NH2:11])=[CH:7][N:6]=1)(=[O:3])[CH3:2].[CH3:12][CH:13]([N:18]=[C:19]=[S:20])[C:14]([CH3:17])([CH3:16])[CH3:15]>N1C=CC=CC=1>[C:1]([NH:4][C:5]1[N:6]=[CH:7][C:8]([NH:11][C:19]([NH:18][CH:13]([CH3:12])[C:14]([CH3:17])([CH3:16])[CH3:15])=[S:20])=[CH:9][CH:10]=1)(=[O:3])[CH3:2]. Procedure details: To a solution of 2-acetylamino-5-aminopyridine (150 mg, 0.99 mmol) in pyridine (1.5 ml), 213 mg (1.49 mmol) of 1,2,2-trimethylpropyl isothiocyanate was added dropwise, followed by stirring at room temperature for 22 hours, at 50° C. for 5 hours and further at room temperature for 15 hours. Then, the solvent was removed by distillation under reduced pressure. The residue was recrystallized from chloroform-hexane to obtain 232 g of the intended product as a flesh-colored powder (yield: 79%).